From a dataset of the Open Reaction Database (ORD), a public repository of structured organic reaction records. describe an organic reaction: reactants, conditions, products, and yield Starting materials: ClC1=CC=C(C=C1)C1=CC=C(C=O)C=C1 (4-(4-chlorophenyl)benzaldehyde), OC(C(=O)O)(CC)C1=CC=CC=C1 (2-hydroxy-2-phenylbutyric acid), B(F)(F)F.CCOCC (boron trifluoride etherate). Solvent: C(C)OCC (diethyl ether). Reaction conditions: time 12 hour. Product: ClC1=CC=C(C=C1)C1=CC=C(C=C1)C1OC(C(O1)=O)(C1=CC=CC=C1)CC (2-[4-(4-chlorophenyl)phenyl]-5-ethyl-5-phenyl-1,3-dioxolan-4-one). Yield: 45.0%. RXN SMILES: [Cl:1][C:2]1[CH:7]=[CH:6][C:5]([C:8]2[CH:15]=[CH:14][C:11]([CH:12]=[O:13])=[CH:10][CH:9]=2)=[CH:4][CH:3]=1.O[C:17]([C:23]1[CH:28]=[CH:27][CH:26]=[CH:25][CH:24]=1)([CH2:21][CH3:22])[C:18]([OH:20])=[O:19].B(F)(F)F.CCOCC>C(OCC)C>[Cl:1][C:2]1[CH:3]=[CH:4][C:5]([C:8]2[CH:15]=[CH:14][C:11]([CH:12]3[O:20][C:18](=[O:19])[C:17]([CH2:21][CH3:22])([C:23]4[CH:28]=[CH:27][CH:26]=[CH:25][CH:24]=4)[O:13]3)=[CH:10][CH:9]=2)=[CH:6][CH:7]=1 |f:2.3|. Procedure: To a stirred solution of 4-(4-chlorophenyl)benzaldehyde (2.16 g.) and 2-hydroxy-2-phenylbutyric acid (1.8 g.) in anhydrous diethyl ether (50 ml.) was added boron trifluoride etherate (2.2 g.). After stirring at room temperature for 12 hours, the solution was washed with 10% w/v sodium acetate solution (2×20 ml.) and then with water (2×20 ml.) and dried (Na2SO4). The solution was filtered and evaporated to give an oil which on crystallisation from methanol gave 2-[4-(4-chlorophenyl)phenyl]-5-ethy... Starting materials: CCOP(=O)(CP(=O)(OCC)OCC)OCC, CN(C)C=O, [H-], [Na+], O, COc1cc(COc2nn(Cc3cccnc3)cc2C=O)ccc1OCc1nc(-c2ccco2)oc1C. Product: CCOP(=O)(C=Cc1cn(Cc2cccnc2)nc1OCc1ccc(OCc2nc(-c3ccco3)oc2C)c(OC)c1)OCC. RXN SMILES: [CH2:38]([P:39]([O:40][CH2:41][CH3:42])([O:43][CH2:44][CH3:45])=[O:46])[P:47](=[O:48])([O:49][CH2:50][CH3:51])[O:52][CH2:53][CH3:54].[CH3:55][N:56]([CH3:57])[CH:58]=[O:59].[H-:60].[Na+:61].[OH2:62].[o:1]1[c:2](-[c:6]2[o:7][c:8]([CH3:37])[c:9]([CH2:11][O:12][c:13]3[c:14]([O:35][CH3:36])[cH:15][c:16]([CH2:17][O:18][c:19]4[n:20][n:21]([CH2:26][c:27]5[cH:28][n:29][cH:30][cH:31][cH:32]5)[cH:22][c:23]4[CH:24]=[O:25])[cH:33][cH:34]3)[n:10]2)[cH:3][cH:4][cH:5]1>>[o:1]1[c:2](-[c:6]2[o:7][c:8]([CH3:37])[c:9]([CH2:11][O:12][c:13]3[c:14]([O:35][CH3:36])[cH:15][c:16]([CH2:17][O:18][c:19]4[n:20][n:21]([CH2:26][c:27]5[cH:28][n:29][cH:30][cH:31][cH:32]5)[cH:22][c:23]4[CH:24]=[CH:38][P:39]([O:40][CH2:41][CH3:42])([O:43][CH2:44][CH3:45])=[O:46])[cH:33][cH:34]3)[n:10]2)[cH:3][cH:4][cH:5]1. Reactants: COCc1ncnc(Cl)c1OC, CSCc1ncnc(O)c1SC. The product is CSCc1ncnc(Cl)c1SC. As a reaction SMILES: [Cl:1][c:2]1[c:3]([O:4][CH3:5])[c:6]([CH2:7][O:8][CH3:9])[n:10][cH:11][n:12]1.[OH:13][c:14]1[n:15][cH:16][n:17][c:18]([CH2:22][S:23][CH3:24])[c:19]1[S:20][CH3:21]>>[Cl:1][c:14]1[n:15][cH:16][n:17][c:18]([CH2:22][S:23][CH3:24])[c:19]1[S:20][CH3:21]. Reagents/catalysts: [C].[Pd] (Palladium-carbon). Starting materials: C(C1=CC=CC=C1)OC(=O)N1CCC(CC1)CCC(C(=O)OCC)Cl (ethyl 4-(1-benzyloxycarbonyl-4-piperidyl)-2-chlorobutyrate). As a reaction SMILES: C(OC([N:11]1[CH2:16][CH2:15][CH:14]([CH2:17][CH2:18][CH:19](Cl)[C:20]([O:22][CH2:23][CH3:24])=[O:21])[CH2:13][CH2:12]1)=O)C1C=CC=CC=1>C(O)C.[C].[Pd]>[NH:11]1[CH2:16][CH2:15][CH:14]([CH2:17][CH2:18][CH2:19][C:20]([O:22][CH2:23][CH3:24])=[O:21])[CH2:13][CH2:12]1 |f:2.3|. Solvent: C(C)O (ethanol). Reported procedure: A solution of ethyl 4-(1-benzyloxycarbonyl-4-piperidyl)-2-chlorobutyrate (10.5 g) in ethanol (20 ml) is catalytically hydrogenated over 10% Palladium-carbon (5 g, 50% wet) as a catalyst at ordinary temperature under atmospheric pressure. After the absorption of hydrogen ceases, the catalyst is removed by filtration and the filtrate is concentrated in vacuo to yield ethyl 4-(4-piperidyl)butyrate, which is dissolved in a mixture of ethyl acetate (200 ml) and water (100 ml). To the solution is adde... Product: N1CCC(CC1)CCCC(=O)OCC (ethyl 4-(4-piperidyl)butyrate). Starting materials: ClCC(C)=O (chloroacetone), N1=CC=CC=C1 (pyridine), C(=O)([O-])[O-].[K+].[K+] (K2CO3), ClCC(C)=O (Chloroacetone), CC(C)(C)C1=C(C(=CC(=C1)S)C(C)(C)C)O (2,6-bis(1,1-dimethylethyl)-4-mercaptophenol), N1=CC=CC=C1 (pyridine). Run in C(C)(=O)OCC (ethyl acetate), C(Cl)Cl (methylene chloride). Product: CC(C)(C)C=1C=C(C=C(C1O)C(C)(C)C)SCC(C)=O (1-[[3,5-Bis(1,1-dimethylethyl)-4-hydroxyphenyl]thio]-2-propanone). Isolated yield 75.5%. As a reaction SMILES: Cl[CH2:2][C:3](=[O:5])[CH3:4].[CH3:6][C:7]([C:10]1[CH:15]=[C:14]([SH:16])[CH:13]=[C:12]([C:17]([CH3:20])([CH3:19])[CH3:18])[C:11]=1[OH:21])([CH3:9])[CH3:8].N1C=CC=CC=1.C([O-])([O-])=O.[K+].[K+]>C(Cl)Cl.C(OCC)(=O)C>[CH3:9][C:7]([C:10]1[CH:15]=[C:14]([S:16][CH2:2][C:3](=[O:5])[CH3:4])[CH:13]=[C:12]([C:17]([CH3:20])([CH3:19])[CH3:18])[C:11]=1[OH:21])([CH3:6])[CH3:8] |f:3.4.5|. Procedure details: Chloroacetone (2.0 mL, 25.2 mM) is added to a 0° C. of 2,6-bis(1,1-dimethylethyl)-4-mercaptophenol (3.0 g, 12.6 mM) and pyridine (2.0 mL, 25.2 mM) in methylene chloride (100 mL). The reaction mixture is allowed to warm to room temperature then cooled again to 0° C., and an additional amount of chloroacetone (2.0 mL, 25.2 mM) and pyridine (2.0 mL, 25.2 mM) is added along with K2CO3 (100 mg). The reaction mixture is again allowed to warm to room temperature. The mixture is diluted with ethyl aceta... The reactants are C(C)OCC(=O)OCC (ethyl ethoxyacetate), NC1N=C(N=CC1C=O)SCCCC (4-Amino-2-butylsulfanyl-4,5-dihydro-pyrimidine-5-carbaldehyde), C(C)OCC(=O)OCC (ethyl ethoxyacetate), CC(C)([O-])C.[K+] (Potassium t-butoxide). Run in C1(=CC=CC=C1)C (toluene), C1(=CC=CC=C1)C (toluene). Reaction conditions: time 48 hour. Yields the product C(CCC)SC=1N=CC2C(N1)NC(C(=C2)OCC)=O (2-Butylsulfanyl-6-ethoxy-8,8a-dihydro-4aHpyrido[2,3-d]pyrimidin-7-one). Reaction SMILES: [NH2:1][CH:2]1[CH:7]([CH:8]=O)[CH:6]=[N:5][C:4]([S:10][CH2:11][CH2:12][CH2:13][CH3:14])=[N:3]1.[CH2:15]([O:17][CH2:18][C:19](OCC)=[O:20])[CH3:16].CC(C)([O-])C.[K+]>C1(C)C=CC=CC=1>[CH2:11]([S:10][C:4]1[N:5]=[CH:6][CH:7]2[CH:8]=[C:18]([O:17][CH2:15][CH3:16])[C:19](=[O:20])[NH:1][CH:2]2[N:3]=1)[CH2:12][CH2:13][CH3:14] |f:2.3|. Reported procedure: 4-Amino-2-butylsulfanyl-4,5-dihydro-pyrimidine-5-carbaldehyde (3 g, 14.2 mmol, furnished by scaleup) and ethyl ethoxyacetate (2.34 g, 2.4 ml, 17.75 mmol) were stirred in 80 ml toluene at 0°-5° C. under nitrogen. Potassium t-butoxide (1.75 g, 15.6 mmol) was added gradually. The mixture was stirred to ambient temperature, and then to 65° C. for 48 hours. An additional 20 ml of toluene and 2.4 ml ethyl ethoxyacetate were added and the reaction was maintained at 65° C. over the weekend. The reaction... Starting materials: OC(=O)C1=CC=C(C=C1)CCC(=O)C (Methyl 2-(4-hydroxycarbonylphenyl)ethyl ketone), Cl (hydrochloric acid), CO (methyl alcohol). The product is COC(=O)C1=CC=C(C=C1)CCC(=O)C (methyl 2-(4-methoxycarbonylphenyl)ethyl ketone). Reaction SMILES: [OH:1][C:2]([C:4]1[CH:9]=[CH:8][C:7]([CH2:10][CH2:11][C:12]([CH3:14])=[O:13])=[CH:6][CH:5]=1)=[O:3].Cl.[CH3:16]O>>[CH3:16][O:3][C:2]([C:4]1[CH:9]=[CH:8][C:7]([CH2:10][CH2:11][C:12]([CH3:14])=[O:13])=[CH:6][CH:5]=1)=[O:1]. Procedure details: Methyl 2-(4-hydroxycarbonylphenyl)ethyl ketone was esterified by reaction with methyl alcohol and hydrochloric acid to provide methyl 2-(4-methoxycarbonylphenyl)ethyl ketone. The ketone was condensed with optically active S-α-methylbenzylamine, and the imine which was formed was reduced to provide N-(α-methylbenzyl)-1-methyl-3-(4-methoxycarbonylphenyl)propylamine. The amine was converted to the hydrochloride salt, and fractional crystallization of the salt thus formed afforded optically active S... Reaction conditions: time 8 hour. The solvent is O1CCCC1 (tetrahydrofuran), C(C)(=O)OCC (ethyl acetate). Reactants: COC=1C=C(C=CC(=O)O)C=CC1 (3-methoxycinnamic acid), NC1=CC(=C(C(=C1)C)O)C (4-amino-2,6-dimethylphenol), C1(CCCCC1)N=C=NC1CCCCC1 (dicyclohexylcarbodiimide), ON1N=NC2=C1C=CC=C2 (1-hydroxybenzotriazole). Isolated yield 68.5%. Reaction SMILES: [NH2:1][C:2]1[CH:7]=[C:6]([CH3:8])[C:5]([OH:9])=[C:4]([CH3:10])[CH:3]=1.[CH3:11][O:12][C:13]1[CH:14]=[C:15]([CH:21]=[CH:22][CH:23]=1)[CH:16]=[CH:17][C:18](O)=[O:19].C1(N=C=NC2CCCCC2)CCCCC1.ON1C2C=CC=CC=2N=N1>O1CCCC1.C(OCC)(=O)C>[CH3:11][O:12][C:13]1[CH:14]=[C:15]([CH:21]=[CH:22][CH:23]=1)[CH:16]=[CH:17][C:18]([NH:1][C:2]1[CH:7]=[C:6]([CH3:8])[C:5]([OH:9])=[C:4]([CH3:10])[CH:3]=1)=[O:19]. Yields the product COC=1C=C(C=CC(=O)NC2=CC(=C(C(=C2)C)O)C)C=CC1 (4-(3-methoxycinnamoyl)amino-2,6-dimethyl-phenol). Procedure details: Under argon gas stream, to a solution of 600 mg of 4-amino-2,6-dimethylphenol in 20 ml of tetrahydrofuran is added under ice-cooling 779 mg of 3-methoxycinnamic acid, and then 902 mg of dicyclohexylcarbodiimide and 118 mg of 1-hydroxybenzotriazole are added, followed by stirring at room temperature overnight. After ethyl acetate is added to the reaction mixture, the mixture is washed successively with 10 % hydrochloric acid, water, 5 % sodium hydrogen carbonate and water, and dried, followed by ... Reactants: Cl.Cl.C[C@@H]1N(CCC1)[C@H]1CNCC1 ((2S,3′R)-2-Methyl-[1,3′]bipyrrolidinyl dihydrochloride), C(=O)(OC(C)(C)C)[C@]1(N(CCCC1)C1CCNCC1)C (BOC-(S)-2-Methyl-[1,4′]bipiperidinyl), S(=O)(=O)([O-])C1=CC=C(C)C=C1 (tosylate). The product is C[C@@H]1N(CCCC1)C1CCNCC1 ((S)-2-Methyl-[1,4′]bipiperidinyl). Yield: 94.0%. RXN SMILES: Cl.Cl.C[C@H]1CCCN1[C@@H]1CCNC1.[C:14]([C@:21]1(C)[CH2:26][CH2:25][CH2:24][CH2:23][N:22]1[CH:27]1[CH2:32][CH2:31][NH:30][CH2:29][CH2:28]1)(OC(C)(C)C)=O.S(C1C=CC(C)=CC=1)([O-])(=O)=O>>[CH3:14][C@H:21]1[CH2:26][CH2:25][CH2:24][CH2:23][N:22]1[CH:27]1[CH2:32][CH2:31][NH:30][CH2:29][CH2:28]1 |f:0.1.2|. Procedure: The title compound was prepared in a manner substantially the same as intermediate (2S,3′R)-2-Methyl-[1,3′]bipyrrolidinyl dihydrochloride by acid hydrolysis of BOC-(S)-2-Methyl-[1,4′]bipiperidinyl which was synthesized by condensation of corresponding tosylate with (S)-(−)-2-methylpiperindine to get 1.37 g (94% yield) of the title product as a clear oil. RXN SMILES: [C:1]([CH:5]1[CH2:10][CH2:9][C:8](=O)[CH2:7][CH2:6]1)([CH3:4])([CH3:3])[CH3:2].[NH:12]1[CH2:16][CH2:15][CH2:14][CH2:13]1>C1(C)C=CC=CC=1>[C:1]([CH:5]1[CH2:10][CH2:9][C:8]([N:12]2[CH2:16][CH2:15][CH2:14][CH2:13]2)=[CH:7][CH2:6]1)([CH3:4])([CH3:3])[CH3:2]. The solvent is C1(=CC=CC=C1)C (toluene). The product is C(C)(C)(C)C1CC=C(CC1)N1CCCC1 (1-(4-tert-butylcyclohex-1-enyl)pyrrolidine). Starting materials: C(C)(C)(C)C1CCC(CC1)=O (4-tert-butylcyclohexanone), N1CCCC1 (Pyrrolidine). Procedure details: A 50 mL round-bottomed flask containing 4-tert-butylcyclohexanone (6.01 gm) in anhydrous toluene (20 mL) was fitted with a Dean-Stark trap containing 3 A molecular sieves, reflux condenser and a heating mantle. Pyrrolidine (6.00 mL) was added, and the solution heated to reflux for 18 hr. The solvent was evaporated and the crude product was used directly for the next reaction.